From a dataset of the Open Reaction Database (ORD), a public repository of structured organic reaction records. describe an organic reaction: reactants, conditions, products, and yield The reactants are FC(S(=O)(=O)OS(=O)(=O)C(F)(F)F)(F)F (trifluoromethanesulfonic anhydride), C1(=CC=CC=C1)P(C1=CC=CC=C1)(C1=CC=CC=C1)=O (triphenylphosphine oxide), C(C1=CC=CC=C1)SC(CNC(=O)C=1NC2=C(C=CC=C2C1)N(S(=O)(=O)C=1C=NC=CC1)C)CN1CCOCC1 (N-[2-(benzylthio)-3-morpholinopropyl]-7-[methyl(pyridin-3-ylsulfonyl)amino]-1H-indole-2-carboxamide), CSC (dimethylsulfide). Run in C(C)(=O)OCC (ethyl acetate), [Cl-].[Na+].O (brine), C(C)#N (acetonitrile), C(C)#N (acetonitrile), ClCCl (dichloromethane). Conditions: temperature 0 celsius, time 10 minute. Yields the product CN(S(=O)(=O)C=1C=NC=CC1)C=1C=CC=C2C=C(NC12)C=1SC(CN1)CN1CCOCC1 (N-methyl-N-{2-[5-(morpholinomethyl)-4,5-dihydro-1,3-thiazol-2-yl]-1H-indol-7-yl}pyridine-3-sulfonamide). Isolated yield 11.5%. As a reaction SMILES: C1(P(=O)(C2C=CC=CC=2)C2C=CC=CC=2)C=CC=CC=1.FC(F)(F)S(OS(C(F)(F)F)(=O)=O)(=O)=O.C([S:43][CH:44]([CH2:69][N:70]1[CH2:75][CH2:74][O:73][CH2:72][CH2:71]1)[CH2:45][NH:46][C:47]([C:49]1[NH:50][C:51]2[C:56]([CH:57]=1)=[CH:55][CH:54]=[CH:53][C:52]=2[N:58]([CH3:68])[S:59]([C:62]1[CH:63]=[N:64][CH:65]=[CH:66][CH:67]=1)(=[O:61])=[O:60])=O)C1C=CC=CC=1.CSC>C(#N)C.ClCCl.C(OCC)(=O)C.[Cl-].[Na+].O>[CH3:68][N:58]([C:52]1[CH:53]=[CH:54][CH:55]=[C:56]2[C:51]=1[NH:50][C:49]([C:47]1[S:43][CH:44]([CH2:69][N:70]3[CH2:71][CH2:72][O:73][CH2:74][CH2:75]3)[CH2:45][N:46]=1)=[CH:57]2)[S:59]([C:62]1[CH:63]=[N:64][CH:65]=[CH:66][CH:67]=1)(=[O:60])=[O:61] |f:7.8.9|. Procedure details: To a mixture of triphenylphosphine oxide (790 mg) and acetonitrile (15 mL) was added trifluoromethanesulfonic anhydride (238 μL), and the mixture was stirred at 0° C. for 10 min. A solution of N-[2-(benzylthio)-3-morpholinopropyl]-7-[methyl(pyridin-3-ylsulfonyl)amino]-1H-indole-2-carboxamide (410 mg) and dimethylsulfide (52 μL) in acetonitrile (15 mL) and dichloromethane (15 mL) was added to the mixture, and the mixture was stirred at 0° C. for 2 hr. The reaction mixture was diluted with ethyl a... Reactants: CC(=O)OC(C)=O, ClC(Cl)Cl, O, CCCCCCCCCCCCCCC(O)C(=O)O, c1ccncc1. Yields the product CCCCCCCCCCCCCCC(OC(C)=O)C(=O)O. RXN SMILES: [CH3:20][C:21](=[O:22])[O:23][C:24](=[O:25])[CH3:26].[CH:27]([Cl:28])([Cl:29])[Cl:30].[OH2:31].[OH:1][CH:2]([C:3](=[O:4])[OH:5])[CH2:6][CH2:7][CH2:8][CH2:9][CH2:10][CH2:11][CH2:12][CH2:13][CH2:14][CH2:15][CH2:16][CH2:17][CH2:18][CH3:19].[cH:32]1[cH:33][cH:34][n:35][cH:36][cH:37]1>>[O:1]([CH:2]([C:3](=[O:4])[OH:5])[CH2:6][CH2:7][CH2:8][CH2:9][CH2:10][CH2:11][CH2:12][CH2:13][CH2:14][CH2:15][CH2:16][CH2:17][CH2:18][CH3:19])[C:21]([CH3:20])=[O:22]. The reactants are c1ccc(CNC2CCC(c3c[nH]c4ccccc34)C2)cc1, COS(=O)(=O)c1ccc(C)cc1, O=C[O-], [NH4+], c1ccc2c(c1)OCCO2. Yields the product NC1CCC(c2c[nH]c3ccccc23)C1. RXN SMILES: [CH2:23]([c:24]1[cH:25][cH:26][cH:27][cH:28][cH:29]1)[NH:30][CH:31]1[CH2:32][CH:33]([c:36]2[cH:37][nH:38][c:39]3[cH:40][cH:41][cH:42][cH:43][c:44]23)[CH2:34][CH2:35]1.[CH3:1][O:2][S:3]([c:4]1[cH:5][cH:6][c:7]([CH3:8])[cH:9][cH:10]1)(=[O:11])=[O:12].[CH:45]([O-:46])=[O:47].[NH4+:48].[O:13]1[c:14]2[cH:15][cH:16][cH:17][cH:18][c:19]2[O:20][CH2:21][CH2:22]1>>[NH2:30][CH:31]1[CH2:32][CH:33]([c:36]2[cH:37][nH:38][c:39]3[cH:40][cH:41][cH:42][cH:43][c:44]23)[CH2:34][CH2:35]1. Starting materials: NCCCNC=1NC2=C(N1)C=CC=C2 (2-(3-aminopropylamino)benzimidazole), C(C1=CC=CC=C1)(=O)N=C=S (benzoyl isothiocyanate). Yields the product C(C1=CC=CC=C1)(=O)NC(=S)NCCCNC=1NC2=C(N1)C=CC=C2 (N-benzoyl-N'-[3-(2-benzimidazolylamino)propyl]thiourea). As a reaction SMILES: [NH2:1][CH2:2][CH2:3][CH2:4][NH:5][C:6]1[NH:7][C:8]2[CH:14]=[CH:13][CH:12]=[CH:11][C:9]=2[N:10]=1.[C:15]([N:23]=[C:24]=[S:25])(=[O:22])[C:16]1[CH:21]=[CH:20][CH:19]=[CH:18][CH:17]=1>>[C:15]([NH:23][C:24]([NH:1][CH2:2][CH2:3][CH2:4][NH:5][C:6]1[NH:10][C:9]2[CH:11]=[CH:12][CH:13]=[CH:14][C:8]=2[N:7]=1)=[S:25])(=[O:22])[C:16]1[CH:21]=[CH:20][CH:19]=[CH:18][CH:17]=1. Procedure: Reacting 2-(3-aminopropylamino)benzimidazole with benzoyl isothiocyanate by the procedure of Example 46 gives N-benzoyl-N'-[3-(2-benzimidazolylamino)propyl]thiourea. Starting materials: O=c1c2cc3ccccc3cc2nc(CCl)n1-c1ccccc1Cl, [K+], [K+], O=C([O-])[O-], CN(C)C=O, O, Sc1ncnc2nc[nH]c12. The product is O=c1c2cc3ccccc3cc2nc(CSc2ncnc3[nH]cnc23)n1-c1ccccc1Cl. As a reaction SMILES: [Cl:1][CH2:2][c:3]1[n:4][c:5]2[cH:6][c:7]3[c:8]([cH:9][c:10]2[c:11](=[O:20])[n:12]1-[c:13]1[c:14]([Cl:19])[cH:15][cH:16][cH:17][cH:18]1)[cH:21][cH:22][cH:23][cH:24]3.[K+:36].[K+:37].[O-:38][C:39]([O-:40])=[O:41].[O:42]=[CH:43][N:44]([CH3:45])[CH3:46].[OH2:25].[SH:26][c:27]1[c:28]2[nH:29][cH:30][n:31][c:32]2[n:33][cH:34][n:35]1>>[CH2:2]([c:3]1[n:4][c:5]2[cH:6][c:7]3[c:8]([cH:9][c:10]2[c:11](=[O:20])[n:12]1-[c:13]1[c:14]([Cl:19])[cH:15][cH:16][cH:17][cH:18]1)[cH:21][cH:22][cH:23][cH:24]3)[S:26][c:27]1[c:28]2[n:29][cH:30][nH:31][c:32]2[n:33][cH:34][n:35]1. Reactants: BrC=1C=C(C(=NC1)NC(C)=O)C (N-(5-bromo-3-methyl-pyridin-2-yl)-acetamide), CC(C)C1=CC(=C(C(=C1)C(C)C)C2=C(C=CC=C2)P(C3CCCCC3)C4CCCCC4)C(C)C (X-Phos), C(C)(C)(C)OC(=O)N1CCC(CC1)N (4-amino-piperidine-1-carboxylic acid tert-butyl ester), O([K])C(C)(C)C (KOtert-Bu), C1(CCCCC1)P(C1=C(C=CC=C1)C1=C(C=C(C=C1C(C)C)C(C)C)C(C)C)C1CCCCC1 (dicyclohexyl-(2′,4′,6′-triisopropyl-biphenyl-2-yl)-phosphane). Reagents/catalysts: C=1C=CC(=CC1)/C=C/C(=O)/C=C/C2=CC=CC=C2.C=1C=CC(=CC1)/C=C/C(=O)/C=C/C2=CC=CC=C2.C=1C=CC(=CC1)/C=C/C(=O)/C=C/C2=CC=CC=C2.[Pd].[Pd] (tris(dibenzylideneacetone)dipalladium(0)). The solvent is C1(=CC=CC=C1)C (toluene). Reaction conditions: temperature 100 celsius, time 16 hour. Product: C(C)(C)(C)OC(=O)N1CCC(CC1)NC=1C=NC(=C(C1)C)N (4-(6-Amino-5-methyl-pyridin-3-ylamino)-piperidine-1-carboxylic acid tert-butyl ester). Yield: 45.0%. RXN SMILES: Br[C:2]1[CH:3]=[C:4]([CH3:12])[C:5]([NH:8]C(=O)C)=[N:6][CH:7]=1.[C:13]([O:17][C:18]([N:20]1[CH2:25][CH2:24][CH:23]([NH2:26])[CH2:22][CH2:21]1)=[O:19])([CH3:16])([CH3:15])[CH3:14].O(C(C)(C)C)[K].C1(P(C2CCCCC2)C2C=CC=CC=2C2C(C(C)C)=CC(C(C)C)=CC=2C(C)C)CCCCC1>C1(C)C=CC=CC=1.C1C=CC(/C=C/C(/C=C/C2C=CC=CC=2)=O)=CC=1.C1C=CC(/C=C/C(/C=C/C2C=CC=CC=2)=O)=CC=1.C1C=CC(/C=C/C(/C=C/C2C=CC=CC=2)=O)=CC=1.[Pd].[Pd]>[C:13]([O:17][C:18]([N:20]1[CH2:25][CH2:24][CH:23]([NH:26][C:2]2[CH:7]=[N:6][C:5]([NH2:8])=[C:4]([CH3:12])[CH:3]=2)[CH2:22][CH2:21]1)=[O:19])([CH3:16])([CH3:14])[CH3:15] |f:5.6.7.8.9|. Procedure details: To a degassed solution of N-(5-bromo-3-methyl-pyridin-2-yl)-acetamide (4.92 g, 21.48 mmol, 1.0 equiv; commercially available) and 4-amino-piperidine-1-carboxylic acid tert-butyl ester (5.16 g, 25.77 mmol, 1.2 equiv; commercially available) in toluene (40 mL) was added KOtert-Bu (6.03 g, 53.69 mmol, 2.5 equiv), dicyclohexyl-(2′,4′,6′-triisopropyl-biphenyl-2-yl)-phosphane (0.21 g, 0.43 mmol, 0.02 equiv; X-Phos ligand [CAS RN 564483-18-7]; commercially available from Strem Chemicals, USA) and tris(... Starting materials: C(\C=C\CCCCCCC)(=O)O (trans-2-decenoic acid), C(CCCCC)N (hexylamine). The product is C(CCCCC)NC(\C=C\CCCCCCC)=O ((E)-N-hexyl dec-2-enamide). As a reaction SMILES: [C:1]([OH:12])(=O)/[CH:2]=[CH:3]/[CH2:4][CH2:5][CH2:6][CH2:7][CH2:8][CH2:9][CH3:10].[CH2:13]([NH2:19])[CH2:14][CH2:15][CH2:16][CH2:17][CH3:18]>>[CH2:13]([NH:19][C:1](=[O:12])/[CH:2]=[CH:3]/[CH2:4][CH2:5][CH2:6][CH2:7][CH2:8][CH2:9][CH3:10])[CH2:14][CH2:15][CH2:16][CH2:17][CH3:18]. Procedure details: The same operation as in Example 1-1 or 1-2 was carried out using trans-2-decenoic acid and hexylamine as starting materials to give the aimed compound. Reactants: O=C([O-])[O-], COC(=O)c1c(-c2ccccc2)c2cc(Br)ccc2c(=O)n1Cc1ccc(S(N)(=O)=O)cc1, CI, CN(C)C=O, [K+], [K+]. As a reaction SMILES: [C:34](=[O:35])([O-:36])[O-:37].[CH3:1][O:2][C:3](=[O:4])[c:5]1[n:6]([CH2:23][c:24]2[cH:25][cH:26][c:27]([S:30]([NH2:31])(=[O:32])=[O:33])[cH:28][cH:29]2)[c:7](=[O:22])[c:8]2[cH:9][cH:10][c:11]([Br:21])[cH:12][c:13]2[c:14]1-[c:15]1[cH:16][cH:17][cH:18][cH:19][cH:20]1.[CH3:40][I:41].[CH3:42][N:43]([CH3:44])[CH:45]=[O:46].[K+:38].[K+:39]>>[CH3:1][O:2][C:3](=[O:4])[c:5]1[n:6]([CH2:23][c:24]2[cH:25][cH:26][c:27]([S:30]([NH:31][CH3:34])(=[O:32])=[O:33])[cH:28][cH:29]2)[c:7](=[O:22])[c:8]2[cH:9][cH:10][c:11]([Br:21])[cH:12][c:13]2[c:14]1-[c:15]1[cH:16][cH:17][cH:18][cH:19][cH:20]1. Yields the product CNS(=O)(=O)c1ccc(Cn2c(C(=O)OC)c(-c3ccccc3)c3cc(Br)ccc3c2=O)cc1. Reactants: ClC1=CC=2N(C=N1)NN(C2)C (5-chloro-2-methyltriazolo[1,5-c]pyrimidine), C(C)NCC (N,N-diethylamine), C(=O)=O (dry ice). Solvent: C(Cl)(Cl)Cl (chloroform), O1CCOCC1 (dioxane), CCCCCC (hexane). Run at temperature 20 celsius, time 3 hour. Yields the product C(C)N(CC)C1=CC=2N(C(=N1)C)N=NC2 (5-(N,N-diethylamino)-7-methyltriazolo[1,5-c]pyrimidine). RXN SMILES: Cl[C:2]1[N:7]=[CH:6][N:5]2[NH:8][N:9](C)[CH:10]=[C:4]2[CH:3]=1.[CH2:12]([NH:14][CH2:15][CH3:16])[CH3:13].[C:17](=O)=O>O1CCOCC1.C(Cl)(Cl)Cl.CCCCCC>[CH2:12]([N:14]([C:2]1[N:7]=[C:6]([CH3:17])[N:5]2[N:8]=[N:9][CH:10]=[C:4]2[CH:3]=1)[CH2:15][CH3:16])[CH3:13]. Procedure details: To a stirred solution of 2.5 g (15 mmole) of 5-chloro-2-methyltriazolo[1,5-c]pyrimidine in 50 ml of dioxane was added 2.2 g (30 mmole) of N,N-diethylamine. After stirring for three hours at about 20° C., the solid was separated by filtration and washed with dioxane. The filtrate and washings were evaporated to provide a residue which was dissolved in 150 ml of chloroform. The solution was washed thrice with 50 ml portions of water and once with 50 ml of saturated sodium chloride solution, and wa...